This data is from the Open Reaction Database (ORD), a public repository of structured organic reaction records. The task is: describe an organic reaction: reactants, conditions, products, and yield Reactants: Brc1ccccc1, C1CCNCC1, Cc1ccccc1. The product is c1ccc(N2CCCCC2)cc1. Reaction SMILES: [Br:1][c:2]1[cH:3][cH:4][cH:5][cH:6][cH:7]1.[CH2:8]1[CH2:9][CH2:10][NH:11][CH2:12][CH2:13]1.[CH3:14][c:15]1[cH:16][cH:17][cH:18][cH:19][cH:20]1>>[c:2]1([N:11]2[CH2:10][CH2:9][CH2:8][CH2:13][CH2:12]2)[cH:3][cH:4][cH:5][cH:6][cH:7]1. Reactants: Cl.C1=CC=CC=2C(C3=C(CCC21)C=CC=C3)=CCOCCN3C[C@@H](CCC3)C(=O)O ((R)-N-(2-(2-(10,11-Dihydro-5H-dibenzo[a,d]cyclohepten-5-ylidene)ethoxy)ethyl)-3-piperidinecarboxylic acid hydrochloride). The reagents and catalysts are [Pd] (palladium on carbon). Solvent: CO (methanol). Product: Cl.C1=CC=CC=2C(C3=C(CCC21)C=CC=C3)CCOCCN3C[C@@H](CCC3)C(=O)O ((R) -N-(2-(2-(10,11-Dihydro-5H-dibenzo[a,d]cyclohepten-5-yl)ethoxy)ethyl)-3-piperidinecarboxylic acid hydrochloride). Reaction SMILES: [ClH:1].[CH:2]1[C:12]2[CH2:11][CH2:10][C:9]3[CH:13]=[CH:14][CH:15]=[CH:16][C:8]=3[C:7](=[CH:17][CH2:18][O:19][CH2:20][CH2:21][N:22]3[CH2:27][CH2:26][CH2:25][C@@H:24]([C:28]([OH:30])=[O:29])[CH2:23]3)[C:6]=2[CH:5]=[CH:4][CH:3]=1>CO.[Pd]>[ClH:1].[CH:2]1[C:12]2[CH2:11][CH2:10][C:9]3[CH:13]=[CH:14][CH:15]=[CH:16][C:8]=3[CH:7]([CH2:17][CH2:18][O:19][CH2:20][CH2:21][N:22]3[CH2:27][CH2:26][CH2:25][C@@H:24]([C:28]([OH:30])=[O:29])[CH2:23]3)[C:6]=2[CH:5]=[CH:4][CH:3]=1 |f:0.1,4.5|. Procedure: The acid prepared in Example 3 (0.2 g, 0.5 mmol) was dissolved in methanol (10 ml) and stirred under an atmosphere of hydrogen for 16 h at room temperature in the presence of 10% palladium on carbon catalyst (50% aqueous paste). The mixture was filtered and the solvent was evaporated in vacuo to give an oily residue, which was re-evaporated from acetone and then crystallized from acetone (10 ml). This afforded 0.13 g (65%) of the title compound.